From a dataset of the Open Reaction Database (ORD), a public repository of structured organic reaction records. describe an organic reaction: reactants, conditions, products, and yield Isolated yield 62.0%. Procedure: A mixture of 2-methylbenzofuran (2.0 g), N-bromosuccinimide (2.7 g) and carbon tetrachloride is heated at reflux overnight. The reaction is filtered and the solvent is removed in vacuo giving 3.8 g (52% monobrominated) of product (62% yield). The solvent is C(Cl)(Cl)(Cl)Cl (carbon tetrachloride). As a reaction SMILES: [CH3:1][C:2]1[O:3][C:4]2[CH:10]=[CH:9][CH:8]=[CH:7][C:5]=2[CH:6]=1.[Br:11]N1C(=O)CCC1=O>C(Cl)(Cl)(Cl)Cl>[Br:11][CH2:1][C:2]1[O:3][C:4]2[CH:10]=[CH:9][CH:8]=[CH:7][C:5]=2[CH:6]=1. Yields the product BrCC=1OC2=C(C1)C=CC=C2 (2-bromomethyl benzofuran). Reactants: CC=1OC2=C(C1)C=CC=C2 (2-methylbenzofuran), BrN1C(CCC1=O)=O (N-bromosuccinimide).